The task is: describe an organic reaction: reactants, conditions, products, and yield. This data is from the Open Reaction Database (ORD), a public repository of structured organic reaction records. Reactants: [BH3-]C#N, CO, CCC=O, Nc1ccc(I)cc1, [Na+]. Yields the product CCCNc1ccc(I)cc1. Reaction SMILES: [C:1]([BH3-:2])#[N:3].[CH3:17][OH:18].[CH:13]([CH2:14][CH3:15])=[O:16].[I:5][c:6]1[cH:7][cH:8][c:9]([NH2:10])[cH:11][cH:12]1.[Na+:4]>>[I:5][c:6]1[cH:7][cH:8][c:9]([NH:10][CH2:13][CH2:14][CH3:15])[cH:11][cH:12]1. Starting materials: hydrochloride salt, COC(CNCC(=O)NCCC1=CC=CC=C1)OC (2-[(2,2-dimethoxyethyl)amino]-N-(2-phenylethyl)acetamide), S(O)(O)(=O)=O (sulphuric acid). Yields the product C1CN2C(CNCC2=O)C3=CC=CC=C31 (praziquanamine). RXN SMILES: CO[CH:3]([O:18]C)[CH2:4][NH:5][CH2:6][C:7]([NH:9][CH2:10][CH2:11][C:12]1[CH:17]=[CH:16][CH:15]=[CH:14][CH:13]=1)=O.S(=O)(=O)(O)O>>[CH2:11]1[C:12]2[C:13](=[CH:14][CH:15]=[CH:16][CH:17]=2)[CH:7]2[CH2:6][NH:5][CH2:4][C:3](=[O:18])[N:9]2[CH2:10]1. Procedure: Eur. J. Org. Chem. 2008, 895-913 describes a process comprising: a) reacting phenylethylamine with chloroacetyl chloride in presence of sodium bicarbonate to obtain 2-chloro-N-phenethylacetamide, b) treating 2-chloro-N-phenethylacetamide with aminoacetaldehyde dimethylacetal to give 2-[2,2-dimethoxyethyl)amino]-N-(2-phenylethyl)acetamide, c) making hydrochloride salt of 2-[(2,2-dimethoxyethyl)amino]-N-(2-phenylethyl)acetamide, and d) cyclising using sulphuric acid to form praziquanamine (i.e.4-o... Reactants: CC[NH+]1CCC(O)(O)C(F)(F)C1, CCO, NO. The product is CCN1CCC(=NO)C(F)(F)C1. As a reaction SMILES: [CH2:1]([CH3:2])[NH+:3]1[CH2:4][C:5]([F:11])([F:12])[C:6]([OH:9])([OH:10])[CH2:7][CH2:8]1.[CH3:15][CH2:16][OH:17].[NH2:13][OH:14]>>[CH2:1]([CH3:2])[N:3]1[CH2:4][C:5]([F:11])([F:12])[C:6](=[N:13][OH:14])[CH2:7][CH2:8]1. Starting materials: NC1=C(C=C(C=C1)Cl)C(=O)C1=C(C=CC(=C1)Cl)Cl ((2-amino-5-chlorophenyl)(2,5-dichlorophenyl)methanone), [BH4-].[Na+] (sodium borohydride). Solvent: C(C)O (ethanol). Run at time 18 hour. Product: NC1=C(C=C(C=C1)Cl)C(O)C1=C(C=CC(=C1)Cl)Cl ((2-amino-5-chlorophenyl)(2,5-dichlorophenyl)methanol). The yield is 31.4%. As a reaction SMILES: [NH2:1][C:2]1[CH:7]=[CH:6][C:5]([Cl:8])=[CH:4][C:3]=1[C:9]([C:11]1[CH:16]=[C:15]([Cl:17])[CH:14]=[CH:13][C:12]=1[Cl:18])=[O:10].[BH4-].[Na+]>C(O)C>[NH2:1][C:2]1[CH:7]=[CH:6][C:5]([Cl:8])=[CH:4][C:3]=1[CH:9]([C:11]1[CH:16]=[C:15]([Cl:17])[CH:14]=[CH:13][C:12]=1[Cl:18])[OH:10] |f:1.2|. Procedure: To 6.38 g of (2-amino-5-chlorophenyl)(2,5-dichlorophenyl)methanone dissolved in 50 ml of ethanol are added 2.4 g of sodium borohydride, and the mixture is left for 18 hours at room temperature. The resulting mixture is concentrated and the residue is taken up in ethyl acetate and washed with water. The organic phase is dried over anhydrous sodium sulfate and concentrated to give 2.016 g of the expected product. As a reaction SMILES: [Cl:1][CH2:2][c:3]1[cH:4][cH:5][c:6]([CH2:9][O:10][CH2:11][CH2:12][O:13][CH2:14][CH2:15][O:16][CH2:17][CH2:18][O:19][CH2:20][CH2:21][O:22][CH3:23])[cH:7][cH:8]1.[N-:24]=[N+:25]=[N-:26].[Na+:27].[O:28]=[CH:29][N:30]([CH3:31])[CH3:32]>>[CH2:2]([c:3]1[cH:4][cH:5][c:6]([CH2:9][O:10][CH2:11][CH2:12][O:13][CH2:14][CH2:15][O:16][CH2:17][CH2:18][O:19][CH2:20][CH2:21][O:22][CH3:23])[cH:7][cH:8]1)[N:24]=[N+:25]=[N-:26]. Product: COCCOCCOCCOCCOCc1ccc(CN=[N+]=[N-])cc1. Reactants: COCCOCCOCCOCCOCc1ccc(CCl)cc1, [N-]=[N+]=[N-], [Na+], CN(C)C=O. Starting materials: C(C)(=O)O[C@@H](CCCCN1C(=O)N(C=2N=C(N(C2C1=O)COCC)NCCO)C)C ((R)-1-(5-acetoxyhexyl)-7-ethoxymethyl-8-(2-hydroxyethylamino)-3-methylxanthine), S(=O)(Cl)Cl (thionyl chloride). Run at time 3 hour. Yields the product O[C@@H](CCCCN1C(=O)N(C=2N=C(NC2C1=O)NCCCl)C)C ((R)-1-(5-hydroxyhexyl)-8-(2-chloroethylamino)-3-methylxanthine). The yield is 69.0%. As a reaction SMILES: C([O:4][C@H:5]([CH3:30])[CH2:6][CH2:7][CH2:8][CH2:9][N:10]1[C:19](=[O:20])[C:18]2[N:17](COCC)[C:16]([NH:25][CH2:26][CH2:27]O)=[N:15][C:14]=2[N:13]([CH3:29])[C:11]1=[O:12])(=O)C.S(Cl)([Cl:33])=O>>[OH:4][C@H:5]([CH3:30])[CH2:6][CH2:7][CH2:8][CH2:9][N:10]1[C:19](=[O:20])[C:18]2[NH:17][C:16]([NH:25][CH2:26][CH2:27][Cl:33])=[N:15][C:14]=2[N:13]([CH3:29])[C:11]1=[O:12]. Procedure: A mixture of (R)-1-(5-acetoxyhexyl)-7-ethoxymethyl-8-(2-hydroxyethylamino)-3-methylxanthine (3.95 g, 9.3 mmol) and thionyl chloride (25 ml) was stirred at room temperature for 3 hours. After concentrating under reduced pressure to remove unreacted thionyl chloride, ethanol (100 ml) and a 1.0 M solution of hydrogen chloride in diethyl ether (10.0 ml) were added. After the mixture was stirred at 75-80° C. for 16 hours, concentrating under reduced pressure provided (R)-1-(5-hydroxyhexyl)-8-(2-chlor...